describe an organic reaction: reactants, conditions, products, and yield From a dataset of the Open Reaction Database (ORD), a public repository of structured organic reaction records. Reactants: C(CCC)C=1N=CNC(C1CC1=CC=C(C=C1)C=1C(=CC=CC1)C#N)=O (4′-[(4-butyl-6-oxo-1,6-dihydropyrimidin-5-yl)methyl]biphenyl-2-carbonitrile), [H-].[Na+] (sodium hydride), CN(C=O)C (N,N-dimethylformamide), BrCC1=CC=C(C=C1)F (1-(bromomethyl)-4-fluorobenzene). Solvent: C(C)(=O)OCC (ethyl acetate). Run at time 10 minute. The product is C(CCC)C=1N=CN(C(C1CC1=CC=C(C=C1)C=1C(=CC=CC1)C#N)=O)CC1=CC=C(C=C1)F (4′-{[4-butyl-1-(4-fluorobenzyl)-6-oxo-1,6-dihydropyrimidin-5-yl]methyl}biphenyl-2-carbonitrile). Isolated yield 82.0%. As a reaction SMILES: [CH2:1]([C:5]1[N:6]=[CH:7][NH:8][C:9](=[O:26])[C:10]=1[CH2:11][C:12]1[CH:17]=[CH:16][C:15]([C:18]2[C:19]([C:24]#[N:25])=[CH:20][CH:21]=[CH:22][CH:23]=2)=[CH:14][CH:13]=1)[CH2:2][CH2:3][CH3:4].[H-].[Na+].CN(C)C=O.Br[CH2:35][C:36]1[CH:41]=[CH:40][C:39]([F:42])=[CH:38][CH:37]=1>C(OCC)(=O)C>[CH2:1]([C:5]1[N:6]=[CH:7][N:8]([CH2:35][C:36]2[CH:41]=[CH:40][C:39]([F:42])=[CH:38][CH:37]=2)[C:9](=[O:26])[C:10]=1[CH2:11][C:12]1[CH:17]=[CH:16][C:15]([C:18]2[C:19]([C:24]#[N:25])=[CH:20][CH:21]=[CH:22][CH:23]=2)=[CH:14][CH:13]=1)[CH2:2][CH2:3][CH3:4] |f:1.2|. Procedure details: A mixture of 4′-[(4-butyl-6-oxo-1,6-dihydropyrimidin-5-yl)methyl]biphenyl-2-carbonitrile (0.5 g), sodium hydride (0.07 g) and N,N-dimethylformamide (10 mL) was stirred at room temperature for 10 min, 1-(bromomethyl)-4-fluorobenzene (0.22 mL) was added, and the mixture was stirred at room temperature for 16 hr. The reaction mixture was diluted with ethyl acetate, washed with 5% aqueous potassium hydrogen sulfate solution and then with saturated brine, and dried over anhydrous magnesium sulfate. T... Starting materials: CC(=O)O, [BH3-]C#N, CCc1c(CC=O)cccc1-c1nnc(-c2ccc(CC(C)C)c(C#N)c2)s1, CCO, [Na+], O=C(O)C1CCCN1. The product is CCc1c(CCN2CCCC2C(=O)O)cccc1-c1nnc(-c2ccc(CC(C)C)c(C#N)c2)s1. RXN SMILES: [C:37]([OH:38])(=[O:39])[CH3:40].[C:41]([BH3-:42])#[N:43].[CH2:1]([CH3:2])[c:3]1[c:4](-[c:12]2[n:13][n:14][c:15](-[c:17]3[cH:18][cH:19][c:20]([CH2:25][CH:26]([CH3:27])[CH3:28])[c:21]([C:22]#[N:23])[cH:24]3)[s:16]2)[cH:5][cH:6][cH:7][c:8]1[CH2:9][CH:10]=[O:11].[CH3:45][CH2:46][OH:47].[Na+:44].[OH:29][C:30](=[O:31])[CH:32]1[CH2:33][CH2:34][CH2:35][NH:36]1>>[CH2:1]([CH3:2])[c:3]1[c:4](-[c:12]2[n:13][n:14][c:15](-[c:17]3[cH:18][cH:19][c:20]([CH2:25][CH:26]([CH3:27])[CH3:28])[c:21]([C:22]#[N:23])[cH:24]3)[s:16]2)[cH:5][cH:6][cH:7][c:8]1[CH2:9][CH2:10][N:36]1[CH:32]([C:30]([OH:29])=[O:31])[CH2:33][CH2:34][CH2:35]1. The reactants are CC=1NC2=CC=CC=C2C1 (2-methyl-1H-indole), [Cl-].ClC1=C(C=[N+](C)C)C(=CC=C1)F ((2-chloro-6-fluoro-benzylidene)-dimethylammonium chloride), ClC1=C(C=O)C(=CC=C1)F (2-chloro-6-fluoro-benzaldehyde), CNC (dimethylamine). Yields the product ClC1=C(C(=CC=C1)F)C(C1=C(NC2=CC=CC=C12)C)N(C)C ([(2-Chloro-6-fluoro-phenyl)-(2-methyl-1H-indol-3-yl)-methyl]-dimethyl-amine). RXN SMILES: [CH3:1][C:2]1[NH:3][C:4]2[C:9]([CH:10]=1)=[CH:8][CH:7]=[CH:6][CH:5]=2.[Cl-].[Cl:12][C:13]1[CH:22]=[CH:21][CH:20]=[C:19]([F:23])[C:14]=1[CH:15]=[N+:16]([CH3:18])[CH3:17].ClC1C=CC=C(F)C=1C=O.CNC>>[Cl:12][C:13]1[CH:22]=[CH:21][CH:20]=[C:19]([F:23])[C:14]=1[CH:15]([N:16]([CH3:18])[CH3:17])[C:10]1[C:9]2[C:4](=[CH:5][CH:6]=[CH:7][CH:8]=2)[NH:3][C:2]=1[CH3:1] |f:1.2|. Procedure details: The preparation was carried out in accordance with general synthesis instructions 4 from 2-methyl-1H-indole and (2-chloro-6-fluoro-benzylidene)-dimethylammonium chloride, which had been prepared in accordance with example 44 from 2-chloro-6-fluoro-benzaldehyde and dimethylamine. Starting materials: CO, O=C(O)c1cccc(F)c1F, O=S(=O)(O)O. The product is COC(=O)c1cccc(F)c1F. As a reaction SMILES: [CH3:17][OH:18].[F:1][c:2]1[c:3]([C:4](=[O:5])[OH:6])[cH:7][cH:8][cH:9][c:10]1[F:11].[S:12](=[O:13])(=[O:14])([OH:15])[OH:16]>>[F:1][c:2]1[c:3]([C:4](=[O:5])[O:6][CH3:17])[cH:7][cH:8][cH:9][c:10]1[F:11]. The reactants are CO (methanol), FC=1C(=NC(N([C@H]2[C@H](O)[C@H](O)[C@@H](CO)O2)C1)=O)N (5-fluorocytidine), NC1=NC=CC=N1 (2-aminopyrimidine), I(=O)(=O)(=O)[O-].[Na+] (sodium metaperiodate). The solvent is O (water). Run at time 8 hour. Yields the product OC1N(C([C@H](O[C@H]1N1C(=O)N=C(N)C(=C1)F)CO)O)C1=NC=CC=N1 (1-[(2R, 6R)-3,5-dihydroxy-6-hydroxymethyl-4-(2-pyrimidinyl)morpholin-2-yl]-5-fluorocytosine). Yield: 70.1%. As a reaction SMILES: [F:1][C:2]1[C:3]([NH2:18])=[N:4][C:5](=[O:17])[N:6]([CH:16]=1)[C@@H:7]1[O:15][C@H:12]([CH2:13][OH:14])[C@@H:10]([OH:11])[C@H:8]1[OH:9].[NH2:19][C:20]1[N:25]=[CH:24][CH:23]=[CH:22][N:21]=1.I([O-])(=O)(=O)=O.[Na+].CO>O>[OH:9][CH:8]1[C@H:7]([N:6]2[CH:16]=[C:2]([F:1])[C:3]([NH2:18])=[N:4][C:5]2=[O:17])[O:15][C@H:12]([CH2:13][OH:14])[CH:10]([OH:11])[N:19]1[C:20]1[N:25]=[CH:24][CH:23]=[CH:22][N:21]=1 |f:2.3|. Procedure: To a solution of 5-fluorocytidine (2.42 g) and 2-aminopyrimidine (0.95 g) in water (50 ml) was added sodium metaperiodate (2.13 g) under cooling with an ice-water bath. The solution was stirred at ambient temperature for 8 hours. To the reaction mixture was added methanol (50 ml). The precipitate was filtered off and the filtrate was evaporated in vacuo. The residue was triturated with acetone and air-dried to give 1-[(2R, 6R)-3,5-dihydroxy-6-hydroxymethyl-4-(2-pyrimidinyl)morpholin-2-yl]-5-fluo... The reactants are Cc1cc(CNC(=O)CCl)c(O)c2c1CCC2=O, CCO, O=S(=O)(O)O. Yields the product Cc1cc(CN)c(O)c2c1CCC2=O. As a reaction SMILES: [CH3:1][c:2]1[c:3]2[c:7]([c:8]([OH:17])[c:9]([CH2:11][NH:12][C:13](=[O:14])[CH2:15][Cl:16])[cH:10]1)[C:6](=[O:18])[CH2:5][CH2:4]2.[CH3:24][CH2:25][OH:26].[S:19](=[O:20])(=[O:21])([OH:22])[OH:23]>>[CH3:1][c:2]1[c:3]2[c:7]([c:8]([OH:17])[c:9]([CH2:11][NH2:12])[cH:10]1)[C:6](=[O:18])[CH2:5][CH2:4]2.